describe an organic reaction: reactants, conditions, products, and yield From a dataset of the Open Reaction Database (ORD), a public repository of structured organic reaction records. The reactants are Cc1ccc(C(=O)O)c(Cl)c1, Cl, O. The product is Cc1ccc(C(=O)O)c(O)c1. RXN SMILES: [Cl:1][c:2]1[c:3]([C:4](=[O:5])[OH:6])[cH:7][cH:8][c:9]([CH3:11])[cH:10]1.[ClH:12].[OH2:13]>>[c:2]1([OH:13])[c:3]([C:4](=[O:5])[OH:6])[cH:7][cH:8][c:9]([CH3:11])[cH:10]1. The reactants are CN1CCN(C2CCC3(CC2)OCCO3)CC1=O, Cl, [Na+], [OH-]. Yields the product CN1CCN(C2CCC(=O)CC2)CC1=O. As a reaction SMILES: [CH3:1][N:2]1[C:3](=[O:18])[CH2:4][N:5]([CH:8]2[CH2:9][CH2:10][C:11]3([O:12][CH2:15][CH2:14][O:13]3)[CH2:16][CH2:17]2)[CH2:6][CH2:7]1.[ClH:21].[Na+:20].[OH-:19]>>[CH3:1][N:2]1[C:3](=[O:18])[CH2:4][N:5]([CH:8]2[CH2:9][CH2:10][C:11](=[O:12])[CH2:16][CH2:17]2)[CH2:6][CH2:7]1. Reactants: N12CC(C(CC1)CC2)[C@H]2CC=1C3=C(C=NC=C3C2=O)NN1 ((R)-7-(quinuclidin-3-yl)-7,8-dihydropyrazolo[3,4,5-de]isoquinolin-6(2H)-one), ClC1=CC=C(C=C1)I (1-chloro-4-iodobenzene), CN(C1C(CCCC1)N)C (N,N-dimethylcyclohexane-1,2-diamine), [O-]P(=O)([O-])[O-].[K+].[K+].[K+] (potassium phosphate tribasic). The reagents and catalysts are [Cu]I (copper (I) iodide). Run in C1(=CC=CC=C1)C (toluene). Reaction conditions: temperature 110 celsius. The product is Cl.ClC1=CC=C(C=C1)N1N=C2C3=C1C=NC=C3C([C@H](C2)C2CN3CCC2CC3)=O ((R)-2-(4-chlorophenyl)-7-(quinuclidin-3-yl)-7,8-dihydropyrazolo[3,4,5-de]isoquinolin-6(2H)-one, hydrochloride salt). Isolated yield 2.8%. Reaction SMILES: [N:1]12[CH2:8][CH2:7][CH:4]([CH2:5][CH2:6]1)[CH:3]([C@@H:9]1[C:18](=[O:19])[C:17]3[C:12]4=[C:13]([NH:20][N:21]=[C:11]4[CH2:10]1)[CH:14]=[N:15][CH:16]=3)[CH2:2]2.[Cl:22][C:23]1[CH:28]=[CH:27][C:26](I)=[CH:25][CH:24]=1.CN(C)C1CCCCC1N.[O-]P([O-])([O-])=O.[K+].[K+].[K+]>[Cu]I.C1(C)C=CC=CC=1>[ClH:22].[Cl:22][C:23]1[CH:28]=[CH:27][C:26]([N:20]2[C:13]3[CH:14]=[N:15][CH:16]=[C:17]4[C:18](=[O:19])[C@@H:9]([CH:3]5[CH:4]6[CH2:7][CH2:8][N:1]([CH2:6][CH2:5]6)[CH2:2]5)[CH2:10][C:11]([C:12]=34)=[N:21]2)=[CH:25][CH:24]=1 |f:3.4.5.6,9.10|. Procedure details: A mixture of (R)-7-(quinuclidin-3-yl)-7,8-dihydropyrazolo[3,4,5-de]isoquinolin-6(2H)-one (100 mg, 0.35 mmol) from Step C of Example 16, 1-chloro-4-iodobenzene (100 mg, 0.42 mmol), copper (I) iodide (3.3 mg, 0.02 mmol), N,N-dimethylcyclohexane-1,2-diamine (11 μL, 0.07 mmol), potassium phosphate tribasic (144 mg, 0.74 mmol) and toluene (1 ml) was placed in a sealed tube and degassed with nitrogen for 2 min. The reaction was heated at 110° C. for 24 h and, after cooling the solution to room tempera... Starting materials: NCCCO (1-amino-3-propanol), C(C=C)(=O)Cl (acryloyl chloride). Solvent: C(C)#N (acetonitrile), C(C)#N (acetonitrile). Yields the product OCCCNC(C=C)=O (N-(3-hydroxypropyl)acrylamide). Reaction SMILES: [NH2:1][CH2:2][CH2:3][CH2:4][OH:5].[C:6](Cl)(=[O:9])[CH:7]=[CH2:8]>C(#N)C>[OH:5][CH2:4][CH2:3][CH2:2][NH:1][C:6](=[O:9])[CH:7]=[CH2:8]. Procedure details: To a 250 mL, four-neck round bottom flask equipped with a mechanical stirrer, a thermometer, a 100 mL dropping fuel, and a nitrogen inlet/outlet, 30.0 g of 1-amino-3-propanol (0.4 mole), and 100 mL of acetonitrile were added. The mixture was cooled below 0° C. with an ice/water bath. To this solution, 18.1 g of freshly distilled acryloyl chloride (0.2 mole) in 50 mL of acetonitrile was added through the dropping funnel. The addition rate was controlled so that the reaction temperature was kept b... Starting materials: O=C([O-])[O-], COCCO, ClC(Cl)Cl, CC(=O)c1cc(CCl)ccc1O, [K+], [K+]. The product is COCCOCc1ccc(O)c(C(C)=O)c1. As a reaction SMILES: [C:13](=[O:14])([O-:15])[O-:16].[CH3:19][O:20][CH2:21][CH2:22][OH:23].[CH:24]([Cl:25])([Cl:26])[Cl:27].[Cl:1][CH2:2][c:3]1[cH:4][cH:5][c:6]([OH:12])[c:7]([C:9]([CH3:10])=[O:11])[cH:8]1.[K+:17].[K+:18]>>[CH2:2]([c:3]1[cH:4][cH:5][c:6]([OH:12])[c:7]([C:9]([CH3:10])=[O:11])[cH:8]1)[O:23][CH2:22][CH2:21][O:20][CH3:19]. Reactants: C[N+]1([O-])CCOCC1, CC(C)=O, C=Cc1ccc2ncc(Cc3cc4cnn(C)c4cc3F)n2n1, [O-][I+3]([O-])([O-])[O-], [Na+], O. The product is Cn1ncc2cc(Cc3cnc4ccc(C=O)nn34)c(F)cc21. RXN SMILES: [CH3:24][N+:25]1([O-:26])[CH2:27][CH2:29][O:28][CH2:30][CH2:31]1.[CH3:38][C:39](=[O:40])[CH3:41].[F:1][c:2]1[c:3]([CH2:12][c:13]2[cH:14][n:15][c:16]3[n:17]2[n:18][c:19]([CH:22]=[CH2:23])[cH:20][cH:21]3)[cH:4][c:5]2[cH:6][n:7][n:8]([CH3:11])[c:9]2[cH:10]1.[I+3:32]([O-:33])([O-:34])([O-:35])[O-:36].[Na+:37].[OH2:42]>>[F:1][c:2]1[c:3]([CH2:12][c:13]2[cH:14][n:15][c:16]3[n:17]2[n:18][c:19]([CH:22]=[O:28])[cH:20][cH:21]3)[cH:4][c:5]2[cH:6][n:7][n:8]([CH3:11])[c:9]2[cH:10]1. Starting materials: [Br-], O=Cc1cnccc1C(=O)c1ccccc1, C1CCOC1, C[Mg+]. Product: CC(O)c1cnccc1C(=O)c1ccccc1. Reaction SMILES: [Br-:17].[C:1]([c:2]1[cH:3][cH:4][cH:5][cH:6][cH:7]1)(=[O:8])[c:9]1[c:10]([CH:15]=[O:16])[cH:11][n:12][cH:13][cH:14]1.[CH2:20]1[O:21][CH2:22][CH2:23][CH2:24]1.[CH3:18][Mg+:19]>>[C:1]([c:2]1[cH:3][cH:4][cH:5][cH:6][cH:7]1)(=[O:8])[c:9]1[c:10]([CH:15]([OH:16])[CH3:18])[cH:11][n:12][cH:13][cH:14]1.